Dataset: the Open Reaction Database (ORD), a public repository of structured organic reaction records. Task: describe an organic reaction: reactants, conditions, products, and yield Reactants: CO, [H][H], O, CC(C)(C)OC(=O)n1ccc2c(C(=O)OCc3ccccc3)cccc21. Yields the product CC(C)(C)OC(=O)n1ccc2c(C(=O)O)cccc21. Reaction SMILES: [CH3:29][OH:30].[H:27][H:28].[OH2:31].[n:1]1([C:20](=[O:21])[O:22][C:23]([CH3:24])([CH3:25])[CH3:26])[cH:2][cH:3][c:4]2[c:5]([C:10](=[O:11])[O:12][CH2:13][c:14]3[cH:15][cH:16][cH:17][cH:18][cH:19]3)[cH:6][cH:7][cH:8][c:9]12>>[n:1]1([C:20](=[O:21])[O:22][C:23]([CH3:24])([CH3:25])[CH3:26])[cH:2][cH:3][c:4]2[c:5]([C:10](=[O:11])[OH:12])[cH:6][cH:7][cH:8][c:9]12.